Dataset: the Open Reaction Database (ORD), a public repository of structured organic reaction records. Task: describe an organic reaction: reactants, conditions, products, and yield Starting materials: C1CC(=O)N(C1=O)Br (NBS), C(C1=CC=CC=C1)(=O)OOC(C1=CC=CC=C1)=O (benzoylperoxide), CS(=O)(=O)C=1C=CC(=C(C1)C)OC (5-methanesulfonyl-2-methoxytoluene). Solvent: C(Cl)(Cl)(Cl)Cl (CCl4). Product: CS(=O)(=O)C=1C=CC(=C(CBr)C1)OC (5-methanesulfonyl-2-methoxybenzyl bromide). RXN SMILES: [CH3:1][S:2]([C:5]1[CH:6]=[CH:7][C:8]([O:12][CH3:13])=[C:9]([CH3:11])[CH:10]=1)(=[O:4])=[O:3].C1C(=O)N([Br:21])C(=O)C1.C(OOC(=O)C1C=CC=CC=1)(=O)C1C=CC=CC=1>C(Cl)(Cl)(Cl)Cl>[CH3:1][S:2]([C:5]1[CH:6]=[CH:7][C:8]([O:12][CH3:13])=[C:9]([CH:10]=1)[CH2:11][Br:21])(=[O:3])=[O:4]. Procedure: A mixture of 5-methanesulfonyl-2-methoxytoluene (for preparation, see: U.S. Pat. No. 2,803,580 and Monatsh. Chem. 91, 57 (1960)) (298 mg), NBS (265 mg) and benzoylperoxide (catalytic amount) in CCl4 was irradiated with a sun lamp under reflux under a nitrogen atmosphere for 2 hours and cooled to room temperature. The solid was filtered off and the filtrate was concentrated and subjected to silica gel chromatogiraphy (hexanes/ethyl acetate 3:1) to give bromide 5 as a white solid. Starting materials: C=O (formalin), COC=1C=C2CCNC(C2=C(C1OC)O)CC1=CC=C(C=C1)OC (6,7-Dimethoxy-1-(4-methoxybenzyl)-1,2,3,4-tetrahydroisoquinolin-8-ol), [BH4-].[Na+] (Sodium borohydride). Run in C(Cl)(Cl)Cl.CO (chloroform methanol). Reaction conditions: time 2 hour. The product is COC=1C=C2CCN(C(C2=C(C1OC)O)CC1=CC=C(C=C1)OC)C (6,7-dimethoxy-1-(4-methoxybenzyl)-2-methyl-1,2,3,4-tetrahydroisoquinolin-8-ol). Yield: 78.6%. Reaction SMILES: [CH3:1][O:2][C:3]1[CH:4]=[C:5]2[C:10](=[C:11]([OH:15])[C:12]=1[O:13][CH3:14])[CH:9]([CH2:16][C:17]1[CH:22]=[CH:21][C:20]([O:23][CH3:24])=[CH:19][CH:18]=1)[NH:8][CH2:7][CH2:6]2.[CH2:25]=O.[BH4-].[Na+]>C(Cl)(Cl)Cl.CO>[CH3:1][O:2][C:3]1[CH:4]=[C:5]2[C:10](=[C:11]([OH:15])[C:12]=1[O:13][CH3:14])[CH:9]([CH2:16][C:17]1[CH:18]=[CH:19][C:20]([O:23][CH3:24])=[CH:21][CH:22]=1)[N:8]([CH3:25])[CH2:7][CH2:6]2 |f:2.3,4.5|. Procedure details: 6,7-Dimethoxy-1-(4-methoxybenzyl)-1,2,3,4-tetrahydroisoquinolin-8-ol (2.55 g, 7.74 mmol) obtained in Example 1-2 was dissolved in 100 ml of chloroform-methanol (1:1), 35% formalin (3.6 ml, 45.3 mmol) was added and the mixture was stirred at room temperature for 2 hours. Sodium borohydride (3.40 g, 89.8 mmol) was added under ice cooling and the mixture was stirred at room temperature for 2 hours. The solvent was removed under reduced pressure, 200 ml of water was added to the resultantresidue, an... The reactants are O1C=CC=C1 (furan), [Li]CCCC (n-BuLi), C1CCOC1 (THF), C1CO1 (ethyleneoxide), [Li]CCCC (n-BuLi). Conditions: time 3 hour. Product: OCCC1=CCC(O1)=O (5-(2-hydroxy-ethyl)-3H-furan-2-one). Isolated yield 54.0%. Reaction SMILES: [O:1]1[CH:5]=[CH:4][CH:3]=[CH:2]1.[Li]CCCC.[CH2:11]1[O:13][CH2:12]1.C1C[O:17]CC1>>[OH:13][CH2:11][CH2:12][C:5]1[O:1][C:2](=[O:17])[CH2:3][CH:4]=1. Procedure: To a cooled solution of furan (3.40 g, 50.0 mmol) in THF (150 mL) was added n-BuLi (22 mL, 2.5M solution in hexane, 55.0 mmol) at 0° C. under inert gas atmosphere. The solution was allowed to warm to room temperature and stirred for 3 h. Then TMSCI (5.34 g, 50 mmol) was added dropwise at 0° C. and the solution was stirred for further 3 h at room temperature. Subsequently, the solution was again cooled to 0° C. and n-BuLi (22 mL, 2.5M solution in hexane, 55.0 mmol) was added a second time. After ... The reactants are 4-benzyloxy-5'-methyl BAPTA tetramethyl ester, [H][H] (hydrogen), Ca2+, CC1=CC(=C(C=C1)N(CC(=O)O)CC(=O)O)OCCOC2=C(C=C3C(=C2)C=C(O3)C4=NC=C(O4)C(=O)O)N(CC(=O)O)CC(=O)O (fura-2), BAPTA tetramethyl ester, Compound XXV. The reagents and catalysts are [Pd] (palladium on charcoal). Run in C(C)(=O)O (acetic acid). The product is C=1C=CC(=C(C1)N(CC(=O)O)CC(=O)O)OCCOC=2C=CC=CC2N(CC(=O)O)CC(=O)O (BAPTA), 4-hydroxy BAPTA tetramethyl ester. RXN SMILES: C[C:2]1[CH:7]=[CH:6][C:5]([N:8]([CH2:13][C:14]([OH:16])=[O:15])[CH2:9][C:10]([OH:12])=[O:11])=[C:4]([O:17][CH2:18][CH2:19][O:20][C:21]2[CH:26]=[C:25]3C=C(C4OC(C(O)=O)=CN=4)O[C:24]3=[CH:23][C:22]=2[N:38]([CH2:43][C:44]([OH:46])=[O:45])[CH2:39][C:40]([OH:42])=[O:41])[CH:3]=1.[H][H]>C(O)(=O)C.[Pd]>[CH:7]1[CH:2]=[CH:3][C:4]([O:17][CH2:18][CH2:19][O:20][C:21]2[CH:26]=[CH:25][CH:24]=[CH:23][C:22]=2[N:38]([CH2:43][C:44]([OH:46])=[O:45])[CH2:39][C:40]([OH:42])=[O:41])=[C:5]([N:8]([CH2:13][C:14]([OH:16])=[O:15])[CH2:9][C:10]([OH:12])=[O:11])[CH:6]=1. Reported procedure: Synthesis of a BAPTA tetramethyl ester that contains a phenolic reactive group (Compound XXV). A hydroxy derivative of BAPTA (4-hydroxy-BAPTA) is synthesized by hydrogenation of one of the key intermediate in the synthesis of the Ca2+ indicator fura-2 [U.S. Pat. No. 4,603,209]. For instance 9.8 g of 4-benzyloxy-5'-methyl BAPTA tetramethyl ester is hydrogenated in 50 mL glacial acetic acid in the presence of 0.3 g 10% palladium on charcoal at 40 psi hydrogen pressure for four hours. The reaction ... Starting materials: C(CCl)Cl (EDC), C(C)C1=C(NC2=CC=CC=C12)CNC ((3-ethyl-1H-indol-2-yl)-N-methylmethanamine), Cl.O=C1CCC=2C=C(C=NC2N1)/C=C/C(=O)O ((E)-3-(7-oxo-5,6,7,8-tetrahydro-1,8-naphthyridin-3-yl)acrylic acid hydrochloride), C=1C=CC2=C(C1)N=NN2O (HOBT), CCN(C(C)C)C(C)C (DIPEA). Run in O (H2O), O (water), CN(C)C=O (DMF). Reaction conditions: time 8 hour. Product: C(C)C1=C(NC2=CC=CC=C12)CN(C(\C=C\C=1C=NC=2NC(CCC2C1)=O)=O)C ((E)-N-((3-ethyl-1H-indol-2-yl)methyl)-N-methyl-3-(7-oxo-5,6,7,8-tetrahydro-1,8-naphthyridin-3-yl)acrylamide). Yield: 66.8%. Reaction SMILES: C(Cl)CCl.[CH2:5]([C:7]1[C:15]2[C:10](=[CH:11][CH:12]=[CH:13][CH:14]=2)[NH:9][C:8]=1[CH2:16][NH:17][CH3:18])[CH3:6].Cl.[O:20]=[C:21]1[NH:30][C:29]2[N:28]=[CH:27][C:26](/[CH:31]=[CH:32]/[C:33]([OH:35])=O)=[CH:25][C:24]=2[CH2:23][CH2:22]1.C1C=CC2N(O)N=NC=2C=1.CCN(C(C)C)C(C)C>CN(C=O)C.O>[CH2:5]([C:7]1[C:15]2[C:10](=[CH:11][CH:12]=[CH:13][CH:14]=2)[NH:9][C:8]=1[CH2:16][N:17]([CH3:18])[C:33](=[O:35])/[CH:32]=[CH:31]/[C:26]1[CH:27]=[N:28][C:29]2[NH:30][C:21](=[O:20])[CH2:22][CH2:23][C:24]=2[CH:25]=1)[CH3:6] |f:2.3|. Procedure details: EDC (83 mg, 0.4 mmol) was added to a solution of (3-ethyl-1H-indol-2-yl)-N-methylmethanamine (62.7 mg, 0.3 mmol), (E)-3-(7-oxo-5,6,7,8-tetrahydro-1,8-naphthyridin-3-yl)acrylic acid hydrochloride (240 mg, 0.8 mmol), HOBT.H2O (101 mg, 0.7 mmol) and DIPEA (0.58 mL, 2.7 mmol) in dry DMF (5 mL). After stirring overnight, water was added. The precipitate that formed was washed with ethyl acetate and dried to afford the title compound (77.8 mg, 67%). 1H NMR (400 MHz, DMSO-d6) δ 10.61-10.59 (rotamers, s... Reactants: C(Cl)Cl (DCM), Cl.CC(C(N)=N)(C)C (2,2-dimethylpropanimidamide hydrochloride), BrC=1C(CCC1OC)=O (2-bromo-3-(methyloxy)-2-cyclopenten-1-one), C([O-])([O-])=O.[K+].[K+] (potassium carbonate). Solvent: CN(C=O)C (N,N-dimethylformamide). Run at temperature 80 celsius. Product: CC(C)(C)C1=NC2=C(N1)CCC2=O (2-(1,1-dimethylethyl)-5,6-dihydrocyclopenta[d]imidazol-4(1H)-one). Isolated yield 73.4%. As a reaction SMILES: Cl.[CH3:2][C:3]([CH3:8])([CH3:7])[C:4](=[NH:6])[NH2:5].Br[C:10]1[C:11](=O)[CH2:12][CH2:13][C:14]=1[O:15]C.C(=O)([O-])[O-].[K+].[K+].C(Cl)Cl>CN(C)C=O>[CH3:2][C:3]([C:4]1[NH:5][C:11]2[CH2:12][CH2:13][C:14](=[O:15])[C:10]=2[N:6]=1)([CH3:8])[CH3:7] |f:0.1,3.4.5|. Reported procedure: A mixture of 2,2-dimethylpropanimidamide hydrochloride (0.858 g), 2-bromo-3-(methyloxy)-2-cyclopenten-1-one (1 g) and potassium carbonate (2.53 g) in N,N-dimethylformamide (15 mL) were heated at 80° C. for 20 h. The reaction mixture was cooled down to room temperature and DCM (20 mL) was added. The mixture was filtered and the filtrate concentrated under vacuum. The residue was purified by reverse phase chromatography using Acetonitrile Water with an ammonium carbonate modifier gradient (5-40%).... The reactants are BrC1=CC(=C(C(=C1)F)C(=O)N1CCN(CC1)C1=NC=C(C=C1C)C)F ((4-bromo-2,6-difluorophenyl)[4-(3,5-dimethylpyridin-2-yl)piperazin-1-yl]methanone), CC1CCC(N1)=O (5-methylpyrrolidin-2-one). Product: CC=1C(=NC=C(C1)C)N1CCN(CC1)C(=O)C1=C(C=C(C=C1F)N1C(CCC1C)=O)F (1-{4-[4-(3,5-dimethylpyridin-2-yl)piperazine-1-carbonyl]-3,5-difluorophenyl}-5-methylpyrrolidin-2-one). Isolated yield 39.0%. RXN SMILES: Br[C:2]1[CH:7]=[C:6]([F:8])[C:5]([C:9]([N:11]2[CH2:16][CH2:15][N:14]([C:17]3[C:22]([CH3:23])=[CH:21][C:20]([CH3:24])=[CH:19][N:18]=3)[CH2:13][CH2:12]2)=[O:10])=[C:4]([F:25])[CH:3]=1.[CH3:26][CH:27]1[NH:31][C:30](=[O:32])[CH2:29][CH2:28]1>>[CH3:23][C:22]1[C:17]([N:14]2[CH2:15][CH2:16][N:11]([C:9]([C:5]3[C:6]([F:8])=[CH:7][C:2]([N:31]4[CH:27]([CH3:26])[CH2:28][CH2:29][C:30]4=[O:32])=[CH:3][C:4]=3[F:25])=[O:10])[CH2:12][CH2:13]2)=[N:18][CH:19]=[C:20]([CH3:24])[CH:21]=1. Procedure: Using (4-bromo-2,6-difluorophenyl)[4-(3,5-dimethylpyridin-2-yl)piperazin-1-yl]methanone (200 mg) described in Preparation Example 111 and 5-methylpyrrolidin-2-one (48 mg) and by the reaction and treatment in the same manner as in Example 1, the title compound (81 mg) was obtained.